Dataset: the Open Reaction Database (ORD), a public repository of structured organic reaction records. Task: describe an organic reaction: reactants, conditions, products, and yield Reactants: C(C)C1C(CC(C(C(OC(C2CCCCN2C(C(C2(C(CC(C(C(CC(CC(=C1)C)C)OC)O2)OC)C)O)=O)=O)=O)C(=CC2CC(C(CC2)OC=2C=C1C=CN(C1=CC2)CCCO[Si](C)(C)C(C)(C)C)OC)C)C)O)=O (17-ethyl-1,14-dihydroxy-12-[2'-(4"-(1-(3-t-butyldimethylsilyloxy-propyl)indol-5-yl)oxy-3"-methoxycyclohexyl)-1'-methylvinyl]-23,25-dimethoxy-13,19,21,27-tetramethyl-11,28-dioxa-4-azatricyclo[22.3.1.04,9 ]octacos-18-ene-2,3,10,16-tetraone), C1(=CC=C(C=C1)S(=O)(=O)O)C (p-toluene sulfonic acid). The solvent is C(Cl)Cl (CH2Cl2), CO (CH3OH). Conditions: time 3 hour. Yields the product C(C)C1C(CC(C(C(OC(C2CCCCN2C(C(C2(C(CC(C(C(CC(CC(=C1)C)C)OC)O2)OC)C)O)=O)=O)=O)C(=CC2CC(C(CC2)OC=2C=C1C=CN(C1=CC2)CCCO)OC)C)C)O)=O (17-Ethyl-1,14-dihydroxy-12-[2'-(4"-(1-(3-hydroxypropyl)indol-5-yl)oxy-3"-methoxycyclohexyl)-1'-methylvinyl]-23,25-dimethoxy-13,19,21,27-tetramethyl-11,28-dioxa-4-azatricyclo[22.3.1.04,9 ]octacos-18-ene-2,3,10,16-tetraone). The yield is 62.9%. Reaction SMILES: [CH2:1]([CH:3]1[CH:29]=[C:28]([CH3:30])[CH2:27][CH:26]([CH3:31])[CH2:25][CH:24]([O:32][CH3:33])[CH:23]2[O:34][C:19]([OH:38])([CH:20]([CH3:37])[CH2:21][CH:22]2[O:35][CH3:36])[C:18](=[O:39])[C:17](=[O:40])[N:16]2[CH:11]([CH2:12][CH2:13][CH2:14][CH2:15]2)[C:10](=[O:41])[O:9][CH:8]([C:42]([CH3:73])=[CH:43][CH:44]2[CH2:49][CH2:48][CH:47]([O:50][C:51]3[CH:52]=[C:53]4[C:57](=[CH:58][CH:59]=3)[N:56]([CH2:60][CH2:61][CH2:62][O:63][Si](C(C)(C)C)(C)C)[CH:55]=[CH:54]4)[CH:46]([O:71][CH3:72])[CH2:45]2)[CH:7]([CH3:74])[CH:6]([OH:75])[CH2:5][C:4]1=[O:76])[CH3:2].C1(C)C=CC(S(O)(=O)=O)=CC=1>C(Cl)Cl.CO>[CH2:1]([CH:3]1[CH:29]=[C:28]([CH3:30])[CH2:27][CH:26]([CH3:31])[CH2:25][CH:24]([O:32][CH3:33])[CH:23]2[O:34][C:19]([OH:38])([CH:20]([CH3:37])[CH2:21][CH:22]2[O:35][CH3:36])[C:18](=[O:39])[C:17](=[O:40])[N:16]2[CH:11]([CH2:12][CH2:13][CH2:14][CH2:15]2)[C:10](=[O:41])[O:9][CH:8]([C:42]([CH3:73])=[CH:43][CH:44]2[CH2:49][CH2:48][CH:47]([O:50][C:51]3[CH:52]=[C:53]4[C:57](=[CH:58][CH:59]=3)[N:56]([CH2:60][CH2:61][CH2:62][OH:63])[CH:55]=[CH:54]4)[CH:46]([O:71][CH3:72])[CH2:45]2)[CH:7]([CH3:74])[CH:6]([OH:75])[CH2:5][C:4]1=[O:76])[CH3:2]. Procedure details: To a solution of 17-ethyl-1,14-dihydroxy-12-[2'-(4"-(1-(3-t-butyldimethylsilyloxy-propyl)indol-5-yl)oxy-3"-methoxycyclohexyl)-1'-methylvinyl]-23,25-dimethoxy-13,19,21,27-tetramethyl-11,28-dioxa-4-azatricyclo[22.3.1.04,9 ]octacos-18-ene-2,3,10,16-tetraone (144 mg) in CH2Cl2 (4 mL.) at rt was added a solution of p-toluene sulfonic acid (20 mg.) in CH3OH (4 mL.). The reaction mixture was stirred for 3 hr., quenched with saturated NaHCO3, then extracted with CH2Cl2. The extracts were combined, dried... Reactants: Cc1cccc2snc(Br)c12, CO, NCCCN. Product: Cc1cccc2snc(NCCCN)c12. As a reaction SMILES: [Br:1][c:2]1[n:3][s:4][c:5]2[c:6]1[c:7]([CH3:11])[cH:8][cH:9][cH:10]2.[CH3:17][OH:18].[NH2:12][CH2:13][CH2:14][CH2:15][NH2:16]>>[c:2]1([NH:12][CH2:13][CH2:14][CH2:15][NH2:16])[n:3][s:4][c:5]2[c:6]1[c:7]([CH3:11])[cH:8][cH:9][cH:10]2. Reactants: CC#N, Cl[Cu]Cl, Cl, Nc1ccc(SC(F)(F)F)cc1[N+](=O)[O-], CC(C)(C)ON=O, O. The product is O=[N+]([O-])c1cc(SC(F)(F)F)ccc1Cl. Reaction SMILES: [CH3:25][C:26]#[N:27].[Cl:28][Cu:29][Cl:30].[ClH:24].[N+:1](=[O:2])([O-:3])[c:4]1[c:5]([NH2:6])[cH:7][cH:8][c:9]([S:11][C:12]([F:13])([F:14])[F:15])[cH:10]1.[N:16]([O:17][C:18]([CH3:19])([CH3:20])[CH3:21])=[O:22].[OH2:23]>>[N+:1](=[O:2])([O-:3])[c:4]1[c:5]([Cl:24])[cH:7][cH:8][c:9]([S:11][C:12]([F:13])([F:14])[F:15])[cH:10]1. Reactants: ClC=1C=CC(=NC1)C(=O)NC1=CC=C2OC=3C=CC(=CC3[C@]3(C2=C1)N=C(OC3)NC(C(F)(F)F)=O)OC ((S)-5-chloro-N-(2′-methoxy-2-(2,2,2-trifluoroacetamido)-5H-spiro[oxazole-4,9′-xanthene]-7′-yl)picolinamide), C([O-])([O-])=O.[K+].[K+] (potassium carbonate). The solvent is CO (methanol), CO (methanol). Run at time 30 minute. Product: NC=1OC[C@]2(C3=CC(=CC=C3OC=3C=CC(=CC23)NC(=O)C2=NC=C(C=C2)Cl)OC)N1 (N-((4S)-2-amino-7′-methoxyspiro[1,3-oxazole-4,9′-xanthen]-2′-yl)-5-chloro-2-pyridinecarboxamide). Reaction SMILES: [Cl:1][C:2]1[CH:3]=[CH:4][C:5]([C:8]([NH:10][C:11]2[CH:24]=[C:23]3[C:14]([O:15][C:16]4[CH:17]=[CH:18][C:19]([O:36][CH3:37])=[CH:20][C:21]=4[C@@:22]43[CH2:28][O:27][C:26]([NH:29]C(=O)C(F)(F)F)=[N:25]4)=[CH:13][CH:12]=2)=[O:9])=[N:6][CH:7]=1.C(=O)([O-])[O-].[K+].[K+]>CO>[NH2:29][C:26]1[O:27][CH2:28][C@:22]2([N:25]=1)[C:23]1[CH:24]=[C:11]([NH:10][C:8]([C:5]3[CH:4]=[CH:3][C:2]([Cl:1])=[CH:7][N:6]=3)=[O:9])[CH:12]=[CH:13][C:14]=1[O:15][C:16]1[C:21]2=[CH:20][C:19]([O:36][CH3:37])=[CH:18][CH:17]=1 |f:1.2.3|. Reported procedure: A 5 mL smith synthesizer vial was charged with (R)-2′-bromo-7′-methoxy-5H-spiro[oxazole-4,9′-xanthen]-2-amine (1.248 g, 3.46 mmol), sodium azide (0.684 g, 10.52 mmol), L-ascorbic acid sodium salt (0.057 g, 0.288 mmol), copper(I) iodide (0.131 g, 0.688 mmol), and (1R,2R)—N1,N2-dimethylcyclohexane-1,2-diamine (0.116 mL, 0.736 mmol) in EtOH (6.0 mL), water (2.6 mL) and the reaction was heated to 100° C. in the microwave for 35 minutes. The reaction vial was cooled to RT and concentrated on the rota... Reactants: C(C)OC(=O)C1=CNC(=C1)C1=NNC2=NC=CC=C21 (5-(1H-Pyrazolo[3,4-b]pyridin-3-yl)-1H-pyrrole-3-carboxylic acid ethyl ester), C=1C=CC2=C(C1)N=NN2O (HOBt), CCN=C=NCCCN(C)C (EDAC), C(CC1=CC=CC=C1)N (phenethylamine), TEA. The solvent is CN(C)C=O (DMF). Reaction conditions: temperature 40 celsius. Yields the product C(CC1=CC=CC=C1)NC(=O)C1=CNC(=C1)C1=NNC2=NC=CC=C21 (5-(1H-Pyrazolo[3,4-b]pyridin-3-yl)-1H-pyrrole-3-carboxylic acid phenethyl-amide). RXN SMILES: C(O[C:4]([C:6]1[CH:10]=[C:9]([C:11]2[C:19]3[C:14](=[N:15][CH:16]=[CH:17][CH:18]=3)[NH:13][N:12]=2)[NH:8][CH:7]=1)=[O:5])C.C1C=CC2N(O)N=NC=2C=1.CCN=C=NCCCN(C)C.[CH2:41]([NH2:49])[CH2:42][C:43]1[CH:48]=[CH:47][CH:46]=[CH:45][CH:44]=1>CN(C=O)C>[CH2:41]([NH:49][C:4]([C:6]1[CH:10]=[C:9]([C:11]2[C:19]3[C:14](=[N:15][CH:16]=[CH:17][CH:18]=3)[NH:13][N:12]=2)[NH:8][CH:7]=1)=[O:5])[CH2:42][C:43]1[CH:48]=[CH:47][CH:46]=[CH:45][CH:44]=1. Procedure: A mixture of 5-(1H-pyrazolo[3,4-b]pyridin-3-yl)-1H-pyrrole-3-carboxylic acid (50 mg, 0.22 mmol) (from Example 11), HOBt (74 mg, 2.5 eq.), EDAC (105 mg, 2.5 eq.), phenethylamine (106 mg, 4 eq.) and TEA (0.5 mL) in DMF (1 mL) was heated at 40° C. for overnight. The reaction was concentrated and purified on a silica gel column to give the titled compound as a white solid. Starting materials: CC(C)(C)OC(=O)NC1CCNCC1, CC(C)(C)OC(=O)N1CC(=O)C1, C, CC(=O)O, CO, [Pd]. Yields the product CC(C)(C)OC(=O)NC1CCN(C2CN(C(=O)OC(C)(C)C)C2)CC1. RXN SMILES: [C:13]([CH3:14])([CH3:15])([CH3:16])[O:17][C:18](=[O:19])[NH:20][CH:21]1[CH2:22][CH2:23][NH:24][CH2:25][CH2:26]1.[C:1](=[O:2])([O:3][C:4]([CH3:5])([CH3:6])[CH3:7])[N:8]1[CH2:9][C:10](=[O:12])[CH2:11]1.[C:33].[CH3:27][C:28](=[O:29])[OH:30].[CH3:31][OH:32].[Pd:34]>>[C:1](=[O:2])([O:3][C:4]([CH3:5])([CH3:6])[CH3:7])[N:8]1[CH2:9][CH:10]([N:24]2[CH2:23][CH2:22][CH:21]([NH:20][C:18]([O:17][C:13]([CH3:14])([CH3:15])[CH3:16])=[O:19])[CH2:26][CH2:25]2)[CH2:11]1.